Dataset: the Open Reaction Database (ORD), a public repository of structured organic reaction records. Task: describe an organic reaction: reactants, conditions, products, and yield The reactants are CC(C)(C)OC(=O)CC1CCN(CC(=O)O)C(=O)c2ccccc21, NCC1CCC(Nc2nc3ccccc3[nH]2)CC1. Yields the product CC(C)(C)OC(=O)CC1CCN(CC(=O)NCC2CCC(Nc3nc4ccccc4[nH]3)CC2)C(=O)c2ccccc21. Reaction SMILES: [C:1]([CH3:2])([CH3:3])([CH3:4])[O:5][C:6]([CH2:7][CH:8]1[CH2:9][CH2:10][N:11]([CH2:20][C:21](=[O:22])[OH:23])[C:12](=[O:19])[c:13]2[c:14]1[cH:15][cH:16][cH:17][cH:18]2)=[O:24].[NH2:25][CH2:26][CH:27]1[CH2:28][CH2:29][CH:30]([NH:33][c:34]2[n:35][c:36]3[c:37]([nH:38]2)[cH:39][cH:40][cH:41][cH:42]3)[CH2:31][CH2:32]1>>[C:1]([CH3:2])([CH3:3])([CH3:4])[O:5][C:6]([CH2:7][CH:8]1[CH2:9][CH2:10][N:11]([CH2:20][C:21](=[O:23])[NH:25][CH2:26][CH:27]2[CH2:28][CH2:29][CH:30]([NH:33][c:34]3[nH:35][c:36]4[c:37]([n:38]3)[cH:39][cH:40][cH:41][cH:42]4)[CH2:31][CH2:32]2)[C:12](=[O:19])[c:13]2[c:14]1[cH:15][cH:16][cH:17][cH:18]2)=[O:24].